describe an organic reaction: reactants, conditions, products, and yield From a dataset of the Open Reaction Database (ORD), a public repository of structured organic reaction records. The reactants are C(=O)(C(F)(F)F)O (TFA), C(N)(=O)C=1C=NC2=C(C=C(C=C2C1NC1=CC(=CC=C1)OC)S(=O)(=O)C=1C=C(C(=O)NC2=CC=C(CCNC(OC(C)(C)C)=O)C=C2)C=CC1)C (tert-Butyl 4-[3-[[3-carbamoyl-4-[(3-methoxyphenyl)amino]-8-methylquinolin-6-yl]sulfonyl]benzamido]phenethylcarbamate). Run in C(Cl)Cl (CH2Cl2). Reaction conditions: time 5 hour. Yields the product NCCC1=CC=C(C=C1)NC(=O)C=1C=C(C=CC1)S(=O)(=O)C=1C=C2C(=C(C=NC2=C(C1)C)C(=O)N)NC1=CC(=CC=C1)OC (6-[[3-[[4-(2-Aminoethyl)phenyl]carbamoyl]phenyl]sulfonyl]-4-[(3-methoxyphenyl)amino]-8-methylquinoline-3-carboxamide). As a reaction SMILES: C(O)(C(F)(F)F)=O.[C:8]([C:11]1[CH:12]=[N:13][C:14]2[C:19]([C:20]=1[NH:21][C:22]1[CH:27]=[CH:26][CH:25]=[C:24]([O:28][CH3:29])[CH:23]=1)=[CH:18][C:17]([S:30]([C:33]1[CH:34]=[C:35]([CH:55]=[CH:56][CH:57]=1)[C:36]([NH:38][C:39]1[CH:54]=[CH:53][C:42]([CH2:43][CH2:44][NH:45]C(=O)OC(C)(C)C)=[CH:41][CH:40]=1)=[O:37])(=[O:32])=[O:31])=[CH:16][C:15]=2[CH3:58])(=[O:10])[NH2:9]>C(Cl)Cl>[NH2:45][CH2:44][CH2:43][C:42]1[CH:53]=[CH:54][C:39]([NH:38][C:36]([C:35]2[CH:34]=[C:33]([S:30]([C:17]3[CH:18]=[C:19]4[C:14](=[C:15]([CH3:58])[CH:16]=3)[N:13]=[CH:12][C:11]([C:8]([NH2:9])=[O:10])=[C:20]4[NH:21][C:22]3[CH:27]=[CH:26][CH:25]=[C:24]([O:28][CH3:29])[CH:23]=3)(=[O:31])=[O:32])[CH:57]=[CH:56][CH:55]=2)=[O:37])=[CH:40][CH:41]=1. Procedure: TFA (0.5 mL) was added dropwise to a suspension of Intermediate 82 (382 mg, 0.538 mmol) in CH2Cl2 (5 mL) at rt. After stirring for 5 h, the reaction was concentrated in vacuo to give a brown residue. A portion was treated with silica-carbonate resin and used in the following step without further purification. ES/MS calcd. for C33H32N5O5S+ 610.2. Found m/z=610.2 (M+H)+. Starting materials: BrC=1C=CC=2N3C4=C(C=C(C=C4C2C1)OC)C(C(=C3)CC=3C=NC=CC3)=O (10-bromo-2-methoxy-5-(3-pyridylmethyl)-4H-pyrido[3,2,1-jk]carbazole-4-one), C([O-])([O-])=O.[Na+].[Na+] (sodium carbonate), B(Br)(Br)Br (boron tribromide), ice water. Run in C(Cl)Cl (methylene chloride). Conditions: time 12 hour. The product is BrC=1C=CC=2N3C4=C(C=C(C=C4C2C1)O)C(C(=C3)CC=3C=NC=CC3)=O (10-bromo-2-hydroxy-5-(3-pyridylmethyl)-4H-pyrido[3,2,1-jk]carbazole-4-one). Yield: 64.9%. RXN SMILES: [Br:1][C:2]1[CH:3]=[CH:4][C:5]2[N:6]3[CH:19]=[C:18]([CH2:20][C:21]4[CH:22]=[N:23][CH:24]=[CH:25][CH:26]=4)[C:17](=[O:27])[C:8]4[CH:9]=[C:10]([O:15]C)[CH:11]=[C:12]([C:13]=2[CH:14]=1)[C:7]3=4.B(Br)(Br)Br.C(=O)([O-])[O-].[Na+].[Na+]>C(Cl)Cl>[Br:1][C:2]1[CH:3]=[CH:4][C:5]2[N:6]3[CH:19]=[C:18]([CH2:20][C:21]4[CH:22]=[N:23][CH:24]=[CH:25][CH:26]=4)[C:17](=[O:27])[C:8]4[CH:9]=[C:10]([OH:15])[CH:11]=[C:12]([C:13]=2[CH:14]=1)[C:7]3=4 |f:2.3.4|. Procedure details: 10-bromo-2-methoxy-5-(3-pyridylmethyl)-4H-pyrido[3,2,1-jk]carbazole-4-one (10.2 g) obtained in Example 1 was suspended in anhydrous methylene chloride (1000 ml), and boron tribromide (25 g) was added dropwise at room temperature. The reaction mixture was stirred at room temperature for 12 hours, and poured into ice water (500 ml). To this mixture was added saturated aqueous solution of sodium carbonate until the termination of foaming. The crystals precipitated were recovered by filtration. The ... Reactants: FC=1C=C2CCC(C2=CC1F)=O (5,6-difluoro-1-indanone), O (water), CC(C=C)O (3-buten-2-ol), C1(=CC=C(C=C1)S(=O)(=O)O)C (p-toluenesulfonic acid). Solvent: COC(C)(C)OC (2,2-dimethoxy-propane). Yields the product C(C=CC)C1C(C2=CC(=C(C=C2C1)F)F)=O ((RS)-2-(2-buten-1-yl)-5,6-difluoro-1-indanone). The yield is 38.0%. Reaction SMILES: [F:1][C:2]1[CH:3]=[C:4]2[C:8](=[CH:9][C:10]=1[F:11])[C:7](=[O:12])[CH2:6][CH2:5]2.[CH3:13][CH:14](O)[CH:15]=[CH2:16].C1(C)C=CC(S(O)(=O)=O)=CC=1.O>COC(OC)(C)C>[CH2:13]([CH:6]1[CH2:5][C:4]2[C:8](=[CH:9][C:10]([F:11])=[C:2]([F:1])[CH:3]=2)[C:7]1=[O:12])[CH:14]=[CH:15][CH3:16]. Procedure details: A solution of 10.6 g of 5,6-difluoro-1-indanone, 13.1 ml of 3-buten-2-ol and 110 mg of p-toluenesulfonic acid in 110 ml of 2,2-dimethoxy-propane was boiled under reflux for 64 hours on a water separator filled with molecular sieve (0.4 nm, 2 mm pearl shaped). The reaction mixture was subsequently concentrated in a vacuum and purified by column chromatography on silica gel (hexane/diethyl ether 2:1). In addition to 3.6 g of educt there were obtained 5.32 g (38%) of (RS)-2-(2-buten-1-yl)-5,6-diflu... Starting materials: CCCCCCCCO, ClC(Cl)Cl, [Cl-], C1COCCO1, O=C(O)c1cccc2sc3ccccc3c(=O)c12. Yields the product CCCCCCCCOC(=O)c1cccc2sc3ccccc3c(=O)c12. As a reaction SMILES: [CH2:20]([CH2:21][CH2:22][CH2:23][CH2:24][CH2:25][CH2:26][CH3:27])[OH:28].[CH:35]([Cl:36])([Cl:37])[Cl:38].[Cl-:1].[O:29]1[CH2:30][CH2:31][O:32][CH2:33][CH2:34]1.[c:2]1([C:17](=[O:18])[OH:19])[cH:3][cH:4][cH:5][c:6]2[s:7][c:8]3[cH:9][cH:10][cH:11][cH:12][c:13]3[c:14](=[O:16])[c:15]12>>[c:2]1([C:17](=[O:18])[O:19][CH2:20][CH2:21][CH2:22][CH2:23][CH2:24][CH2:25][CH2:26][CH3:27])[cH:3][cH:4][cH:5][c:6]2[s:7][c:8]3[cH:9][cH:10][cH:11][cH:12][c:13]3[c:14](=[O:16])[c:15]12. Starting materials: COC(=O)P(OCC)(OCC)=O (diethyl methoxycarbonylphosphonate), [I-].[Na+] (sodium iodide). Run in O1CCCC1 (tetrahydrofuran). Yields the product COC(=O)P(O)(O)=O.C(C)[Na] (ethyl sodium methoxycarbonylphosphonate). Reaction SMILES: [CH3:1][O:2][C:3]([P:5](=[O:12])([O:9][CH2:10][CH3:11])[O:6]CC)=[O:4].[I-].[Na+:14]>O1CCCC1>[CH3:1][O:2][C:3]([P:5](=[O:6])([OH:12])[OH:9])=[O:4].[CH2:10]([Na:14])[CH3:11] |f:1.2,4.5|. Reported procedure: A solution of 5.9 parts of diethyl methoxycarbonylphosphonate and 4.5 parts of sodium iodide was stirred at room temperature in 50 parts of tetrahydrofuran for 60 hours. The resulting mixture was filtered to give 3.5 parts of the desired ethyl sodium methoxycarbonylphosphonate, m.p. 123° d. Starting materials: ClC1=CC=C(C(=O)N2C(CCC2=O)=O)C=C1 (N-(p-chlorobenzoyl)-succinimide), NCCN1CCOCC1 (N-(2-aminoethyl)-morpholine). The solvent is O1CCOCC1 (dioxane). Run at time 8 hour. Product: ClC1=CC=C(C(=O)NCCN2CCOCC2)C=C1 (p-chloro-N-(2-morpholinoethyl)-benzamide). RXN SMILES: [Cl:1][C:2]1[CH:16]=[CH:15][C:5]([C:6]([N:8]2[C:12](=O)[CH2:11]CC2=O)=[O:7])=[CH:4][CH:3]=1.NCC[N:20]1[CH2:25][CH2:24][O:23][CH2:22][CH2:21]1>O1CCOCC1>[Cl:1][C:2]1[CH:3]=[CH:4][C:5]([C:6]([NH:8][CH2:12][CH2:11][N:20]2[CH2:25][CH2:24][O:23][CH2:22][CH2:21]2)=[O:7])=[CH:15][CH:16]=1. Procedure: 2.4 G. of N-(p-chlorobenzoyl)-succinimide are added to a solution of 1.3 g. of N-(2-aminoethyl)-morpholine in 100 ml. of dioxane and the mixture is stirred overnight at room temperature. The mixture is then evaporated to dryness. 50 Ml. of ice-water are added to the oily residue and the mixture which crystallizes is allowed to stand overnight in a refrigerator. The product is removed by filtration, washed with cold water, dried and recrystallized from isopropanol, and 0.65 g. of p-chloro-N-(2-mo... The reactants are [Cl-].[Al+3].[Cl-].[Cl-] (aluminum chloride), CC1=CC=C(C(=O)CCC(=O)O)C=C1 (3-(4-methylbenzoyl)propionic acid), ClCl (chlorine). Run in C(Cl)Cl (methylene chloride). Product: ClC=1C=C(C(=O)CCC(=O)O)C=C(C1C)Cl (3-(3,5-dichloro-4-methylbenzoyl)propionic acid). Isolated yield 44.2%. RXN SMILES: [CH3:1][C:2]1[CH:14]=[CH:13][C:5]([C:6]([CH2:8][CH2:9][C:10]([OH:12])=[O:11])=[O:7])=[CH:4][CH:3]=1.[Cl-:15].[Al+3].[Cl-:17].[Cl-].ClCl>C(Cl)Cl>[Cl:15][C:3]1[CH:4]=[C:5]([CH:13]=[C:14]([Cl:17])[C:2]=1[CH3:1])[C:6]([CH2:8][CH2:9][C:10]([OH:12])=[O:11])=[O:7] |f:1.2.3.4|. Procedure details: To a mixture of 3-(4-methylbenzoyl)propionic acid (7.5 g) and methylene chloride (250 ml) was added slowly portionwise aluminum chloride (15 g) at 0° C. After the addition was completed chlorine gas was bubbled in slowly at 0° C. After 6 hours the reaction mixture was poured into mixture of hydrochloric acid and ice and extracted with methylene chloride (3×150 ml), the combined organic layers were washed with water, dried and evaporated under vacuum yielding 3-(3,5-dichloro-4-methylbenzoyl)propi... The reactants are CN1C(=NC(=CC1=O)NC)SC (3-methyl-6-(methylamino)-2-(methylthio)pyrimidin-4(3H)-one), CN1C(=NC(=CC1=O)NC)SC (3-methyl-6-(methylamino)-2-(methylthio)pyrimidin-4(3H)-one). Reagents/catalysts: [Ni] (Raney Nickel). Solvent: O (water), CO (methanol). Conditions: time 8 hour. Yields the product CN1C=NC(=CC1=O)NC (3-methyl-6-(methylamino)pyrimidin-4(3H)-one). Reaction SMILES: [CH3:1][N:2]1[C:7](=[O:8])[CH:6]=[C:5]([NH:9][CH3:10])[N:4]=[C:3]1SC>CO.[Ni].O>[CH3:1][N:2]1[C:7](=[O:8])[CH:6]=[C:5]([NH:9][CH3:10])[N:4]=[CH:3]1. Procedure: Referring to scheme 1, 3-methyl-6-(methylamino)-2-(methylthio)pyrimidin-4(3H)-one (compound 1A; 650 mg, 0.35 mmol, 1 eq) was suspended in methanol (5 ml). A large excess of Raney Nickel slurried in water was added (approx 5 ml) and the mixture stirred at room temperature overnight to yield compound 1B. The product was confirmed by LC-MS. The mixture was filtered and the solid washed several times with methanol. The filtrate was then removed in vacuo and the residue was purified by flash chromato... Reactants: O=C1CCC(=O)N1Br, Cc1ccc(C#N)c(=O)[nH]1, ClCCCl. Yields the product Cc1[nH]c(=O)c(C#N)cc1Br. Reaction SMILES: [Br:11][N:12]1[C:13](=[O:14])[CH2:15][CH2:16][C:17]1=[O:18].[CH3:1][c:2]1[cH:3][cH:4][c:5]([C:9]#[N:10])[c:6](=[O:8])[nH:7]1.[Cl:19][CH2:20][CH2:21][Cl:22]>>[CH3:1][c:2]1[c:3]([Br:11])[cH:4][c:5]([C:9]#[N:10])[c:6](=[O:8])[nH:7]1. Starting materials: C(C)(C)(C)OC(=O)N(C(NCCC[C@H](N)C(=O)O)=N)S(=O)(=O)C1=C(C=C(C=C1C)C)C (Nω -t-butoxycarbonyl-Nω -mesitylenesulfonyl-L-arginine), O=S(Cl)Cl (SOCl2), CO (methanol), Cl.O1CCOCC1 (HCl dioxane). The solvent is O1CCOCC1 (dioxane). Conditions: time 1 hour. Product: N[C@@H](CCCNC(NS(=O)(=O)C1=C(C)C=C(C)C=C1C)=N)C(=O)OC (H-Arg(Mts)-OMe). Reaction SMILES: C(OC([N:8]([S:20]([C:23]1[C:28]([CH3:29])=[CH:27][C:26]([CH3:30])=[CH:25][C:24]=1[CH3:31])(=[O:22])=[O:21])[C:9](=[NH:19])[NH:10][CH2:11][CH2:12][CH2:13][C@@H:14]([C:16]([OH:18])=[O:17])[NH2:15])=O)(C)(C)C.Cl.O1CCOC[CH2:34]1.O=S(Cl)Cl.CO>O1CCOCC1>[NH2:15][C@H:14]([C:16]([O:18][CH3:34])=[O:17])[CH2:13][CH2:12][CH2:11][NH:10][C:9](=[NH:19])[NH:8][S:20]([C:23]1[C:28]([CH3:29])=[CH:27][C:26]([CH3:30])=[CH:25][C:24]=1[CH3:31])(=[O:22])=[O:21] |f:1.2|. Reported procedure: 2.10 g of Nω -t-butoxycarbonyl-Nω -mesitylenesulfonyl-L-arginine [Boc-Arg(Mts)-OH] was dissolved in 31 ml of dry dioxane and 31 ml of 4N HCl-dioxane was added thereto. The obtained mixture was stirred at room temperature for 1 hour. The resulting solution was concentrated under reduced pressure to dryness and then crystallized by adding dry ether. The target product was collected by centrifugation, washed with dry ether several times and dried in a desiccator. Thus 1.1 g of HCl.H-Arg(Mts)-OH fro...